From a dataset of the Open Reaction Database (ORD), a public repository of structured organic reaction records. describe an organic reaction: reactants, conditions, products, and yield Starting materials: N (ammonia), C(C(=O)Cl)(=O)Cl (oxalyl chloride), CN(C=O)C (dimethyl formamide), CC1=C(C(=O)O)C=C(C=C1)[C@@H]1CN(CCC1)C(=O)C1=C(N=C(S1)C1=CC=C(C=C1)C(F)(F)F)C ((R)-2-methyl-5-{1-[4-methyl-2-(4-trifluoromethyl-phenyl)-thiazole-5-carbonyl]-piperidin-3-yl}-benzoic acid). The solvent is C1CCOC1 (THF), C(Cl)Cl (CH2Cl2), C(C)OCC (diethyl ether). Run at time 1 hour. Yields the product CC1=C(C(=O)N)C=C(C=C1)C1CN(CCC1)C(=O)C1=C(N=C(S1)C1=CC=C(C=C1)C(F)(F)F)C (2-methyl-5-{1-[4-methyl-2-(4-trifluoromethyl-phenyl)-thiazole-5-carbonyl]-piperidin-3-yl}-benzamide). Yield: 72.0%. As a reaction SMILES: [CH3:1][C:2]1[CH:10]=[CH:9][C:8]([C@H:11]2[CH2:16][CH2:15][CH2:14][N:13]([C:17]([C:19]3[S:23][C:22]([C:24]4[CH:29]=[CH:28][C:27]([C:30]([F:33])([F:32])[F:31])=[CH:26][CH:25]=4)=[N:21][C:20]=3[CH3:34])=[O:18])[CH2:12]2)=[CH:7][C:3]=1[C:4]([OH:6])=O.C(Cl)(=O)C(Cl)=O.C[N:42](C)C=O.N>C(Cl)Cl.C(OCC)C.C1COCC1>[CH3:1][C:2]1[CH:10]=[CH:9][C:8]([CH:11]2[CH2:16][CH2:15][CH2:14][N:13]([C:17]([C:19]3[S:23][C:22]([C:24]4[CH:29]=[CH:28][C:27]([C:30]([F:33])([F:31])[F:32])=[CH:26][CH:25]=4)=[N:21][C:20]=3[CH3:34])=[O:18])[CH2:12]2)=[CH:7][C:3]=1[C:4]([NH2:42])=[O:6]. Procedure: (R)-2-methyl-5-{1-[4-methyl-2-(4-trifluoromethyl-phenyl)-thiazole-5-carbonyl]-piperidin-3-yl}-benzoic acid (Example 9-1; 1.026 g, 2.10 mmol) was dissolved in 20 mL CH2Cl2 and treated with oxalyl chloride (0.22 mL, 2.52 mmol) and 10 mL of dimethyl formamide. The mixture was allowed to stir for 1 h until all solids had dissolved. 10 mL of THF saturated with ammonia was added slowly. A thick white precipitate formed. The slurry was stirred for 20 min then diluted with diethyl ether (100 mL), washed... Reactants: NC1=C(C=NN1CCO)C(=O)OCC (5-amino-4-ethoxycarbonyl-1-(2′-hydroxyethyl)-pyrazole), C(C)OC(C(C#N)=COCC)=O (ethyl(ethoxymethylene)-cyanoacetate), OCCNN (2-hydroxyethylhydrazine). Solvent: C(C)O (ethanol). The product is NC1=C(C=NN1CCO)C(=O)O (5-amino-4-carboxy-1-(2′-hydroxyethyl)-pyrazole). As a reaction SMILES: [NH2:1][C:2]1[N:6]([CH2:7][CH2:8][OH:9])[N:5]=[CH:4][C:3]=1[C:10]([O:12]CC)=[O:11].C(OC(=O)C(=COCC)C#N)C.OCCNN>C(O)C>[NH2:1][C:2]1[N:6]([CH2:7][CH2:8][OH:9])[N:5]=[CH:4][C:3]=1[C:10]([OH:12])=[O:11]. Reported procedure: Example 4 of U.S. Pat. No. 2,989,537 describes the preparation of 5-amino-4-ethoxycarbonyl-1-(2′-hydroxyethyl)-pyrazole by reacting ethyl(ethoxymethylene)-cyanoacetate with 2-hydroxyethylhydrazine in ethanol and distilling the product under vacuum at high temperature. The isolated solid product then is hydrolyzed by heating with 2N aqueous sodium hydroxide solution followed by acidification with 6N hydrochloric acid to give 5-amino-4-carboxy-1-(2′-hydroxyethyl)-pyrazole. This hydrolysis procedur... The reactants are C([O-])(O)=O.[K+] (potassium bicarbonate), C1(CCCCC1)C[C@@H]([C@H]([C@@H](O)C1CC1)O)NC([C@H](CC=1N=CN(C1)C(C1=CC=CC=C1)(C1=CC=CC=C1)C1=CC=CC=C1)NC(C1=CC=CC=C1)(C1=CC=CC=C1)C1=CC=CC=C1)=O ((S)-N-[(1S,2R,3S)-1-(cyclohexylmethyl)-3-cyclopropyl-2,3-dihydroxypropyl]-1-trityl-α-(tritylamino)imidazole-4-propionamide), CO (methanol), FC(C(=O)O)(F)F (trifluoroacetic acid). The solvent is C(Cl)Cl (methylene chloride), C(Cl)Cl (methylene chloride). Conditions: time 5 minute. Product: N[C@H](C(=O)N[C@H]([C@H]([C@@H](O)C1CC1)O)CC1CCCCC1)CC=1N=CN(C1)C(C1=CC=CC=C1)(C1=CC=CC=C1)C1=CC=CC=C1 ((S)-α-amino-N-[(1S,2R,3S)-1-(cyclohexylmethyl)-3-cyclopropyl-2,3-dihydroxypropyl]-1-tritylimidazole-4-propionamide). Isolated yield 94.8%. Reaction SMILES: [CH:1]1([CH2:7][C@H:8]([NH:16][C:17](=[O:64])[C@@H:18]([NH:44]C(C2C=CC=CC=2)(C2C=CC=CC=2)C2C=CC=CC=2)[CH2:19][C:20]2[N:21]=[CH:22][N:23]([C:25]([C:38]3[CH:43]=[CH:42][CH:41]=[CH:40][CH:39]=3)([C:32]3[CH:37]=[CH:36][CH:35]=[CH:34][CH:33]=3)[C:26]3[CH:31]=[CH:30][CH:29]=[CH:28][CH:27]=3)[CH:24]=2)[C@@H:9]([OH:15])[C@H:10]([CH:12]2[CH2:14][CH2:13]2)[OH:11])[CH2:6][CH2:5][CH2:4][CH2:3][CH2:2]1.CO.FC(F)(F)C(O)=O.C(=O)(O)[O-].[K+]>C(Cl)Cl>[NH2:44][C@@H:18]([CH2:19][C:20]1[N:21]=[CH:22][N:23]([C:25]([C:32]2[CH:37]=[CH:36][CH:35]=[CH:34][CH:33]=2)([C:38]2[CH:39]=[CH:40][CH:41]=[CH:42][CH:43]=2)[C:26]2[CH:31]=[CH:30][CH:29]=[CH:28][CH:27]=2)[CH:24]=1)[C:17]([NH:16][C@@H:8]([CH2:7][CH:1]1[CH2:2][CH2:3][CH2:4][CH2:5][CH2:6]1)[C@@H:9]([OH:15])[C@H:10]([CH:12]1[CH2:13][CH2:14]1)[OH:11])=[O:64] |f:3.4|. Procedure details: A solution of 1.52 g (1.79 mmol) of (S)-N-[(1S,2R,3S)-1-(cyclohexylmethyl)-3-cyclopropyl-2,3-dihydroxypropyl]-1-trityl-α-(tritylamino)imidazole-4-propionamide in a mixture of 95.5 ml of methylene chloride, 3 ml of methanol and 1.5 ml of trifluoroacetic acid is stirred at room temperature for 5 minutes. Subsequently, 150 ml of 2N potassium bicarbonate solution and 150 ml of methylene chloride are added. The organic phase is separated, dried over sodium sulphate and evaporated. For purification, t... The reactants are COC(=O)Cn1c(C)cc2cc(F)ccc21, O=Cc1scnc1S(=O)(=O)c1ccccn1. RXN SMILES: [CH3:17][O:18][C:19]([CH2:20][n:21]1[c:22]([CH3:31])[cH:23][c:24]2[cH:25][c:26]([F:30])[cH:27][cH:28][c:29]12)=[O:32].[n:1]1[c:2]([S:7](=[O:8])(=[O:9])[c:10]2[n:11][cH:12][s:13][c:14]2[CH:15]=[O:16])[cH:3][cH:4][cH:5][cH:6]1>>[n:1]1[c:2]([S:7](=[O:8])(=[O:9])[c:10]2[n:11][cH:12][s:13][c:14]2[CH2:15][c:23]2[c:22]([CH3:31])[n:21]([CH2:20][C:19]([O:18][CH3:17])=[O:32])[c:29]3[c:24]2[cH:25][c:26]([F:30])[cH:27][cH:28]3)[cH:3][cH:4][cH:5][cH:6]1. Product: COC(=O)Cn1c(C)c(Cc2scnc2S(=O)(=O)c2ccccn2)c2cc(F)ccc21. Starting materials: C(C1=CC=CC=C1)OC(NCC(O)C(NCC1=CC=CC=C1)=O)=O ((2-Benzylcarbamoyl-2-hydroxy-ethyl)-carbamic acid benzyl ester). The reagents and catalysts are [Pd] (Pd/C). Run in CO (MeOH). The product is NCC(C(=O)NCC1=CC=CC=C1)O (3-amino-N-benzyl-2-hydroxy-propionamide). Isolated yield 76.7%. Reaction SMILES: C(OC(=O)[NH:10][CH2:11][CH:12]([C:14](=[O:23])[NH:15][CH2:16][C:17]1[CH:22]=[CH:21][CH:20]=[CH:19][CH:18]=1)[OH:13])C1C=CC=CC=1>[Pd].CO>[NH2:10][CH2:11][CH:12]([OH:13])[C:14]([NH:15][CH2:16][C:17]1[CH:22]=[CH:21][CH:20]=[CH:19][CH:18]=1)=[O:23]. Reported procedure: (2-Benzylcarbamoyl-2-hydroxy-ethyl)-carbamic acid benzyl ester (372.4 mg, 1.134 mmol) was dissolved into 3 mL of MeOH and added 10% Pd/C (100 mg) and placed under balloon pressure H2 overnight. Filtered the reaction mixture through diatomaceous earth and concentrated on a rotary evaporator to give 169 mg, 76.7% of 3-amino-N-benzyl-2-hydroxy-propionamide. The reactants are FC(C(=O)O)(F)F (trifluoroacetic acid), C(C)(C)(C)OC(=O)N1CC(SC2=C1C=CC=C2)COC (4-tert-butoxycarbonyl-2(R,S)-methoxymethyl-3,4-dihydro-2H1,4-benzothiazine). The solvent is C(Cl)Cl (methylene chloride). Reaction conditions: time 3 hour. Yields the product COCC1SC2=C(NC1)C=CC=C2 (2(R,S)-Methoxymethyl-3,4-dihydro-2H1,4-benzothiazine). RXN SMILES: FC(F)(F)C(O)=O.C(OC([N:15]1[C:20]2[CH:21]=[CH:22][CH:23]=[CH:24][C:19]=2[S:18][CH:17]([CH2:25][O:26][CH3:27])[CH2:16]1)=O)(C)(C)C>C(Cl)Cl>[CH3:27][O:26][CH2:25][CH:17]1[CH2:16][NH:15][C:20]2[CH:21]=[CH:22][CH:23]=[CH:24][C:19]=2[S:18]1. Procedure: 3 ml of a 25% trifluoroacetic acid solution in methylene chloride are added to 435 mg of 4-tert-butoxycarbonyl-2(R,S)-methoxymethyl-3,4-dihydro-2H1,4-benzothiazine at 0° C. and the mixture is stirred for 3 h. The reaction mixture is concentrated and the residue is chromatographed over 30 g of silica gel with a 99:1 mixture of methylene chloride and methanol, This gives the title compound: Rf (99:1 mixture of methylene chloride/methanol)=0.67. Reactants: C(C)NC(=O)NC1=CC=C(C=C1)C=1N=C(C2=C(N1)CNCC2)N2[C@H](COCC2)C ((S)-1-ethyl-3-(4-(4-(3-methylmorpholino)-5,6,7,8-tetrahydropyrido[3,4-d]pyrimidin-2-yl)phenyl)urea), C(#N)C=1C=CC(=NC1)Cl (5-cyano-2-chloropyridine). Product: C(#N)C=1C=CC(=NC1)N1CC=2N=C(N=C(C2CC1)N1[C@H](COCC1)C)C1=CC=C(C=C1)NC(=O)NCC ((S)-1-(4-(7-(5-cyanopyridin-2-yl)-4-(3-methylmorpholino)-5,6,7,8-tetrahydropyrido[3,4-d]pyrimidin-2-yl)phenyl)-3-ethylurea). Reaction SMILES: [CH2:1]([NH:3][C:4]([NH:6][C:7]1[CH:12]=[CH:11][C:10]([C:13]2[N:14]=[C:15]([N:23]3[CH2:28][CH2:27][O:26][CH2:25][C@@H:24]3[CH3:29])[C:16]3[CH2:22][CH2:21][NH:20][CH2:19][C:17]=3[N:18]=2)=[CH:9][CH:8]=1)=[O:5])[CH3:2].[C:30]([C:32]1[CH:33]=[CH:34][C:35](Cl)=[N:36][CH:37]=1)#[N:31]>>[C:30]([C:32]1[CH:33]=[CH:34][C:35]([N:20]2[CH2:21][CH2:22][C:16]3[C:15]([N:23]4[CH2:28][CH2:27][O:26][CH2:25][C@@H:24]4[CH3:29])=[N:14][C:13]([C:10]4[CH:9]=[CH:8][C:7]([NH:6][C:4]([NH:3][CH2:1][CH3:2])=[O:5])=[CH:12][CH:11]=4)=[N:18][C:17]=3[CH2:19]2)=[N:36][CH:37]=1)#[N:31]. Procedure: Compound ej was prepared according to the procedure described in Example 2 by reacting (S)-1-ethyl-3-(4-(4-(3-methylmorpholino)-5,6,7,8-tetrahydropyrido[3,4-d]pyrimidin-2-yl)phenyl)urea with 5-cyano-2-chloropyridine. LC-MS: m/z=+499 (M+H)−.